This data is from the Open Reaction Database (ORD), a public repository of structured organic reaction records. The task is: describe an organic reaction: reactants, conditions, products, and yield Reactants: O=C(Cl)C(=O)Cl, ClCCl, O=C(O)c1cc(-c2cnc3c(-c4ccccc4)cnn3c2)cs1. Yields the product O=C(Cl)c1cc(-c2cnc3c(-c4ccccc4)cnn3c2)cs1. As a reaction SMILES: [Cl:24][C:25]([C:26]([Cl:27])=[O:28])=[O:29].[Cl:30][CH2:31][Cl:32].[c:1]1(-[c:7]2[cH:8][n:9][n:10]3[c:11]2[n:12][cH:13][c:14](-[c:16]2[cH:17][c:18]([C:21](=[O:22])[OH:23])[s:19][cH:20]2)[cH:15]3)[cH:2][cH:3][cH:4][cH:5][cH:6]1>>[c:1]1(-[c:7]2[cH:8][n:9][n:10]3[c:11]2[n:12][cH:13][c:14](-[c:16]2[cH:17][c:18]([C:21](=[O:23])[Cl:24])[s:19][cH:20]2)[cH:15]3)[cH:2][cH:3][cH:4][cH:5][cH:6]1.